From a dataset of the Open Reaction Database (ORD), a public repository of structured organic reaction records. describe an organic reaction: reactants, conditions, products, and yield The reactants are CCOC(=O)c1[se]c(-c2ccccc2)cc1N=NN(C)C, CO, Cl, [Na+], [OH-], O. Product: CN(C)N=Nc1cc(-c2ccccc2)[se]c1C(=O)O. As a reaction SMILES: [CH3:1][N:2]([CH3:3])[N:4]=[N:5][c:6]1[c:7]([C:17](=[O:18])[O:19][CH2:20][CH3:21])[se:8][c:9](-[c:11]2[cH:12][cH:13][cH:14][cH:15][cH:16]2)[cH:10]1.[CH3:25][OH:26].[ClH:24].[Na+:23].[OH-:22].[OH2:27]>>[CH3:1][N:2]([CH3:3])[N:4]=[N:5][c:6]1[c:7]([C:17](=[O:18])[OH:19])[se:8][c:9](-[c:11]2[cH:12][cH:13][cH:14][cH:15][cH:16]2)[cH:10]1. Reactants: CC(=O)OC(C)=O, CCOC(OCC)OCC, NC1CC1, CCOC(=O)CC(=O)c1c(Cl)c(F)c(Cl)c(F)c1Cl, O. The product is CCOC(=O)C(=CNC1CC1)C(=O)c1c(Cl)c(F)c(Cl)c(F)c1Cl. RXN SMILES: [C:30]([O:31][C:32](=[O:33])[CH3:34])(=[O:35])[CH3:36].[CH:20]([O:21][CH2:22][CH3:23])([O:24][CH2:25][CH3:26])[O:27][CH2:28][CH3:29].[CH:37]1([NH2:40])[CH2:38][CH2:39]1.[Cl:1][c:2]1[c:3]([C:4](=[O:5])[CH2:6][C:7](=[O:8])[O:9][CH2:10][CH3:11])[c:12]([Cl:19])[c:13]([F:18])[c:14]([Cl:17])[c:15]1[F:16].[OH2:41]>>[Cl:1][c:2]1[c:3]([C:4](=[O:5])[C:6]([C:7](=[O:8])[O:9][CH2:10][CH3:11])=[CH:20][NH:40][CH:37]2[CH2:38][CH2:39]2)[c:12]([Cl:19])[c:13]([F:18])[c:14]([Cl:17])[c:15]1[F:16]. Starting materials: O=S1(N(CCC1)C1=C(C=C(C(=O)O)C=C1)OC)=O (4-(1,1-dioxo-1λ6-isothiazolidin-2-yl)-3-methoxybenzoic acid), O.[Cl-].COC1=NC(=NC(=N1)OC)[N+]1(CCOCC1)C (4-(4,6-dimethoxy[1.3.5]triazin-2-yl)-4-methylmorpholinium chloride hydrate), Cl.N1CCC(CC1)C(=O)C1=CC=C(C=C1)C ((piperidin-4-yl) (p-tolyl)methanone hydrochloride), CN1CCOCC1 (N-methylmorpholine). Solvent: CO (methanol), O (water), O (Water). Conditions: time 8 hour. Product: O=S1(N(CCC1)C1=C(C=C(C=C1)C(=O)N1CCC(CC1)C(C1=CC=C(C=C1)C)=O)OC)=O ([4-(1,1-dioxo-1λ6-isothiazolidin-2-yl)-3-methoxyphenyl][4-(4-methylbenzoyl)piperidin-1-yl]methanone). Isolated yield 71.7%. As a reaction SMILES: [O:1]=[S:2]1(=[O:18])[CH2:6][CH2:5][CH2:4][N:3]1[C:7]1[CH:15]=[CH:14][C:10]([C:11]([OH:13])=O)=[CH:9][C:8]=1[O:16][CH3:17].Cl.[NH:20]1[CH2:25][CH2:24][CH:23]([C:26]([C:28]2[CH:33]=[CH:32][C:31]([CH3:34])=[CH:30][CH:29]=2)=[O:27])[CH2:22][CH2:21]1.CN1CCOCC1.O.[Cl-].COC1N=C(OC)N=C([N+]2(C)CCOCC2)N=1>CO.O>[O:18]=[S:2]1(=[O:1])[CH2:6][CH2:5][CH2:4][N:3]1[C:7]1[CH:15]=[CH:14][C:10]([C:11]([N:20]2[CH2:25][CH2:24][CH:23]([C:26](=[O:27])[C:28]3[CH:29]=[CH:30][C:31]([CH3:34])=[CH:32][CH:33]=3)[CH2:22][CH2:21]2)=[O:13])=[CH:9][C:8]=1[O:16][CH3:17] |f:1.2,4.5.6|. Procedure details: A mixture of 4-(1,1-dioxo-1λ6-isothiazolidin-2-yl)-3-methoxybenzoic acid (285 mg) described in Preparation Example 21, (piperidin-4-yl) (p-tolyl)methanone hydrochloride (252 mg) and N-methylmorpholine (0.12 mL) was dissolved in a solution of methanol (3 mL) and water (2 mL), 4-(4,6-dimethoxy[1.3.5]triazin-2-yl)-4-methylmorpholinium chloride hydrate (349 mg) was added, and the mixture was stirred at room temperature overnight. Water was added to the reaction mixture, and the mixture was extracted... The reactants are C(C1=CC=CC=C1)N1CCC(CC1)C(=O)OCC (1-benzyl-4-carboethoxypiperidine), [H-].[Al+3].[Li+].[H-].[H-].[H-] (Lithium aluminum hydride). Solvent: CCOCC (Et2O). Conditions: time 2.5 hour. The product is C(C1=CC=CC=C1)N1CCC(CC1)CO (1-Benzyl-4-hydroxymethylpiperidine). Isolated yield 90.6%. Reaction SMILES: [CH2:1]([N:8]1[CH2:13][CH2:12][CH:11]([C:14](OCC)=[O:15])[CH2:10][CH2:9]1)[C:2]1[CH:7]=[CH:6][CH:5]=[CH:4][CH:3]=1.[H-].[Al+3].[Li+].[H-].[H-].[H-]>CCOCC>[CH2:1]([N:8]1[CH2:13][CH2:12][CH:11]([CH2:14][OH:15])[CH2:10][CH2:9]1)[C:2]1[CH:7]=[CH:6][CH:5]=[CH:4][CH:3]=1 |f:1.2.3.4.5.6|. Procedure: A solution of 1-benzyl-4-carboethoxypiperidine (74.3 g, 0.300 mole) in anhydrous Et2O (740 mL) was stirred at 0° C. under N2. Lithium aluminum hydride (11.4 g, 0.300 mole) was added in small portions over 0.5 hours. After an additional 2.5 hours, the reaction was carefully quenched with H2O (740 mL). The mixture was filtered through a Celite pad and rinsed with ethyl acetate (EtOAc), then the layers were separated. The aqueous layer was saturated with NaCl, then extracted with EtOAc (3×100 mL). ... The reactants are C(C1=CC=CC=C1)OC([C@@H](NC(=O)OCC1=CC=CC=C1)CCCCNC(=O)OC(C)(C)C)=O (Nα-CBZ-Nε-(tert-butoxycarbonyl)-L-lysine benzyl ester), FC(C(=O)O)(F)F (trifloroacetic acid). The solvent is C(Cl)Cl (methylene chloride). Conditions: temperature 0 celsius, time 10 minute. The product is C(C1=CC=CC=C1)OC([C@@H](NC(=O)OCC1=CC=CC=C1)CCCCN)=O (Nα-CBZ-L-lysine benzyl ester). As a reaction SMILES: [CH2:1]([O:8][C:9](=[O:34])[C@H:10]([CH2:22][CH2:23][CH2:24][CH2:25][NH:26]C(OC(C)(C)C)=O)[NH:11][C:12]([O:14][CH2:15][C:16]1[CH:21]=[CH:20][CH:19]=[CH:18][CH:17]=1)=[O:13])[C:2]1[CH:7]=[CH:6][CH:5]=[CH:4][CH:3]=1.FC(F)(F)C(O)=O>C(Cl)Cl>[CH2:1]([O:8][C:9](=[O:34])[C@H:10]([CH2:22][CH2:23][CH2:24][CH2:25][NH2:26])[NH:11][C:12]([O:14][CH2:15][C:16]1[CH:17]=[CH:18][CH:19]=[CH:20][CH:21]=1)=[O:13])[C:2]1[CH:7]=[CH:6][CH:5]=[CH:4][CH:3]=1. Procedure: The reaction sequence is shown in FIG. 5. Nε-(tert-butoxycarbonyl)-L-lysine (2 g, 8.12 mmol) was dissolved in methanol (40 ml) and water (40 ml), and the pH was adjusted to 8 with triethylamine. A solution of N-(benzyloxycarbonyl-oxy)succinimide in dioxane (2.4 g, 9.7 mmol in 20 ml) was added to the above mixture and the pH was maintained at 8-9 with triethylamine. The reaction mixture was stirred overnight. The solvent was removed by rotary evaporation to obtain crude Nα-CBZ-Nε-(tert-butoxycarb... Product: ClC1=NC=NC(=C1NC(C1=C(N=CC=C1)CC)=O)NC1CC1 (N-(4-Chloro-6-cyclopropylaminopyrimidin-5-yl)-2-ethylnicotinamide). Conditions: temperature 0 celsius. RXN SMILES: [Cl:1][C:2]1[N:7]=[CH:6][N:5]=[C:4]([NH:8][CH:9]2[CH2:11][CH2:10]2)[C:3]=1[NH2:12].[CH2:13]([C:15]1[N:23]=[CH:22][CH:21]=[CH:20][C:16]=1[C:17](Cl)=[O:18])[CH3:14].C([O-])(O)=O.[Na+]>C(Cl)Cl.N1C=CC=CC=1>[Cl:1][C:2]1[C:3]([NH:12][C:17](=[O:18])[C:16]2[CH:20]=[CH:21][CH:22]=[N:23][C:15]=2[CH2:13][CH3:14])=[C:4]([NH:8][CH:9]2[CH2:10][CH2:11]2)[N:5]=[CH:6][N:7]=1 |f:2.3|. Starting materials: ClC1=C(C(=NC=N1)NC1CC1)N (6-Chloro-N-cyclopropylpyrimidine-4,5-diamine), C(C)C1=C(C(=O)Cl)C=CC=N1 (2-ethylnicotinoyl chloride), C(=O)(O)[O-].[Na+] (NaHCO3). Solvent: C(Cl)Cl (methylene chloride), N1=CC=CC=C1 (pyridine), C(Cl)Cl (methylene chloride). Procedure: 6-Chloro-N-cyclopropylpyrimidine-4,5-diamine (cf. Journal of Combinatorial Chemistry (2003), 5(5), 653-659) (3.0 g, 16.2 mmol) was initially charged in a mixture of methylene chloride (12.20 ml) and pyridine (3.94 ml). The suspension was cooled to 0° C., and solid 2-ethylnicotinoyl chloride (1.2 eq) was added. The reaction mixture was allowed to warm to room temperature and stirred until the reaction had gone to completion. 10 ml of methylene chloride were then added, the suspension turning into... The reactants are ClC=1C=CC(=NC1)CNC(CCC(C(F)(F)F)(F)F)=O (N-[(5-chloropyridin-2-yl)methyl]-4,4,5,5,5-pentafluoropentanamide), P(=O)(Cl)(Cl)Cl (phosphorous oxychloride). The solvent is ClCCCl (1,2-dichloroethane). Yields the product ClC=1C=CC=2N(C1)C(=NC2)CCC(C(F)(F)F)(F)F (6-chloro-3-(3,3,4,4,4-pentafluorobutyl)imidazo[1,5-A]pyridine). Reaction SMILES: [Cl:1][C:2]1[CH:3]=[CH:4][C:5]([CH2:8][NH:9][C:10](=O)[CH2:11][CH2:12][C:13]([F:19])([F:18])[C:14]([F:17])([F:16])[F:15])=[N:6][CH:7]=1.P(Cl)(Cl)(Cl)=O>ClCCCl>[Cl:1][C:2]1[CH:3]=[CH:4][C:5]2[N:6]([C:10]([CH2:11][CH2:12][C:13]([F:19])([F:18])[C:14]([F:17])([F:16])[F:15])=[N:9][CH:8]=2)[CH:7]=1. Reported procedure: To a solution of the intermediate from Step F (7.1 g, 22.42 mmol) in 1,2-dichloroethane (30 mL) was added phosphorous oxychloride (10.45 mL, 112 mmol). The resulting mixture was refluxed for 18 hours. The reaction mixture was cooled to room temperature and concentrated. The residue was partitioned between water and ethyl acetate. The aqueous layer was neutralized with solid sodium bicarbonate and then extracted with ethyl acetate (3×). The organic layer was washed with brine, dried over anhydrou... Reactants: C(Cl)(Cl)(Cl)Cl (carbon tetrachloride), C1(=CC=CC=C1)P(C1=CC=CC=C1)C1=CC=CC=C1 (triphenylphosphine), TEA. The solvent is C1CCOC1 (THF), CCCCCC (hexane). Product: C(Cl)(Cl)(Cl)Cl.C1(=CC=CC=C1)P(C1=CC=CC=C1)C1=CC=CC=C1 (Carbon Tetrachloride Triphenylphosphine). As a reaction SMILES: [C:1]([Cl:5])([Cl:4])([Cl:3])[Cl:2].[C:6]1([P:12]([C:19]2[CH:24]=[CH:23][CH:22]=[CH:21][CH:20]=2)[C:13]2[CH:18]=[CH:17][CH:16]=[CH:15][CH:14]=2)[CH:11]=[CH:10][CH:9]=[CH:8][CH:7]=1>C1COCC1.CCCCCC>[C:1]([Cl:5])([Cl:4])([Cl:3])[Cl:2].[C:19]1([P:12]([C:6]2[CH:7]=[CH:8][CH:9]=[CH:10][CH:11]=2)[C:13]2[CH:18]=[CH:17][CH:16]=[CH:15][CH:14]=2)[CH:20]=[CH:21][CH:22]=[CH:23][CH:24]=1 |f:4.5|. Procedure: A solution of D-2 (304 mg), carbon tetrachloride (0.19 ml, 2 mmole), triphenylphosphine (524 mg), and TEA (0.28 ml) in dry THF (5 ml) is stirred under argon for 4 days. The reaction mixture is diluted with hexane (5 ml), filtered through a short silica column (elution with ethyl acetate/hexane, 1:1), and the filtrate concentrated. Chromatography of the residue on silica gel (elution with hexane/ethylacetate, 2:1) delivers D-3 as a solid.